Dataset: the Open Reaction Database (ORD), a public repository of structured organic reaction records. Task: describe an organic reaction: reactants, conditions, products, and yield The reactants are CC(=O)O, [H][H], O=[N+]([O-])c1ccc(OC(F)C(F)(F)F)cc1, [Pt]. Yields the product CC(=O)Nc1ccc(OC(F)C(F)(F)F)cc1. RXN SMILES: [CH3:19][C:20]([OH:21])=[O:22].[H:17][H:18].[N+:1]([O-:2])(=[O:3])[c:4]1[cH:5][cH:6][c:7]([O:10][CH:11]([C:12]([F:13])([F:14])[F:15])[F:16])[cH:8][cH:9]1.[Pt:23]>>[NH:1]([c:4]1[cH:5][cH:6][c:7]([O:10][CH:11]([C:12]([F:13])([F:14])[F:15])[F:16])[cH:8][cH:9]1)[C:20]([CH3:19])=[O:21].